From a dataset of the Open Reaction Database (ORD), a public repository of structured organic reaction records. describe an organic reaction: reactants, conditions, products, and yield Starting materials: N1CCC(CC1)CNC(=O)C1=C2N(C=3C=CC=CC13)CCCO2 (N-(4-Piperidylmethyl) 3,4-dihydro-2H-[1,3]oxazino[3,2-a]indole-10-carboxamide), ICC (iodoethane). Yields the product C(C)N1CCC(CC1)CNC(=O)C1=C2N(C=3C=CC=CC13)CCCO2 (N-[(1-Ethyl-4-piperidyl)methyl] 3,4-dihydro-2H-[1,3]oxazino[3,2-a]indole-10-carboxamide), solid. Isolated yield 27.0%. RXN SMILES: [NH:1]1[CH2:6][CH2:5][CH:4]([CH2:7][NH:8][C:9]([C:11]2[C:19]3[CH:18]=[CH:17][CH:16]=[CH:15][C:14]=3[N:13]3[CH2:20][CH2:21][CH2:22][O:23][C:12]=23)=[O:10])[CH2:3][CH2:2]1.I[CH2:25][CH3:26]>>[CH2:25]([N:1]1[CH2:6][CH2:5][CH:4]([CH2:7][NH:8][C:9]([C:11]2[C:19]3[CH:18]=[CH:17][CH:16]=[CH:15][C:14]=3[N:13]3[CH2:20][CH2:21][CH2:22][O:23][C:12]=23)=[O:10])[CH2:3][CH2:2]1)[CH3:26]. Procedure details: N-(4-Piperidylmethyl) 3,4-dihydro-2H-[1,3]oxazino[3,2-a]indole-10-carboxamide (E21) was alkylated with iodoethane using the method of Example 22. The title compound was obtained as a white solid (27%), which was converted to its hydrochloride salt and crystallised from acetone/ethanol/ether as a white solid mp 243-245° C. Starting materials: CC(=O)OC(C)=O, O=CO, CCOC(=O)c1nccc(N)n1. The product is CCOC(=O)c1nccc(NC=O)n1. Reaction SMILES: [CH3:1][C:2](=[O:3])[O:4][C:5](=[O:6])[CH3:7].[CH:20]([OH:21])=[O:22].[NH2:8][c:9]1[n:10][c:11]([C:15](=[O:16])[O:17][CH2:18][CH3:19])[n:12][cH:13][cH:14]1>>[CH:2](=[O:3])[NH:8][c:9]1[n:10][c:11]([C:15](=[O:16])[O:17][CH2:18][CH3:19])[n:12][cH:13][cH:14]1. Starting materials: N1C=NC2=C1C=CC(=C2)CC(C(=O)N2CCC(CC2)C)NS(=O)(=O)C=2C=CC=C1C=C(C=NC21)C (N-[1-(1H-benzimidazol-5-yl-methyl)-2-(4-methyl-piperidin-1-yl)-2-oxoethyl]-3-methyl-quinoline-8-sulphonamide). The reagents and catalysts are [Pd] (palladium/charcoal). Run in C(C)(=O)O (acetic acid). The product is N1C=NC2=C1C=CC(=C2)CC(C(=O)N2CCC(CC2)C)NS(=O)(=O)C=2C=CC=C1CC(CNC21)C (N-[1-(1H-Benzimidazol-5-yl-methyl)-2-(4-methyl-piperidin-1-yl)-2-oxo-ethyl]-3-methyl-1,2,3,4-tetrahydro-quinoline-8-sulphonamide). RXN SMILES: [NH:1]1[C:5]2[CH:6]=[CH:7][C:8]([CH2:10][CH:11]([NH:21][S:22]([C:25]3[CH:26]=[CH:27][CH:28]=[C:29]4[C:34]=3[N:33]=[CH:32][C:31]([CH3:35])=[CH:30]4)(=[O:24])=[O:23])[C:12]([N:14]3[CH2:19][CH2:18][CH:17]([CH3:20])[CH2:16][CH2:15]3)=[O:13])=[CH:9][C:4]=2[N:3]=[CH:2]1>C(O)(=O)C.[Pd]>[NH:1]1[C:5]2[CH:6]=[CH:7][C:8]([CH2:10][CH:11]([NH:21][S:22]([C:25]3[CH:26]=[CH:27][CH:28]=[C:29]4[C:34]=3[NH:33][CH2:32][CH:31]([CH3:35])[CH2:30]4)(=[O:24])=[O:23])[C:12]([N:14]3[CH2:19][CH2:18][CH:17]([CH3:20])[CH2:16][CH2:15]3)=[O:13])=[CH:9][C:4]=2[N:3]=[CH:2]1. Procedure details: Prepared by catalytic hydrogenation of N-[1-(1H-benzimidazol-5-yl-methyl)-2-(4-methyl-piperidin-1-yl)-2-oxoethyl]-3-methyl-quinoline-8-sulphonamide in the presence of palladium/charcoal in 50% acetic acid and under a hydrogen pressure of 3 bar analogously to Example 35. Reactants: C(C)(C)C=1N=C(SC1)C1=NC2=CC(=CC=C2C(=C1)OC1CN2C(CCCCCCC=CC3CC3(NC(C2C1)=O)C(=O)O)=O)OC (18-[2-[4-(isopropyl)thiazol-2-yl]-7-methoxyquinolin-4-yloxy]-2,15-dioxo-3,16-diazatricyclo[14.3.0.04,6]nonadec-7-ene-4-carboxylic acid), ClC=1C(=CC=C2C(=CC(=NC12)C=1SC=C(N1)C(C)C)O)OC (8-chloro-4-hydroxy-2-(4-isopropylthiazole-2-yl)-7-methoxyquinoline), C(CCCCCC=C)(=O)O (oct-7-enoic acid), N1[C@H](C(=O)O)CCC1 (proline). Product: ClC=1C(=CC=C2C(=CC(=NC12)C=1SC=C(N1)C(C)C)OC1CN2C(CCCCCC=CC3CC3(NC(C2C1)=O)C(=O)O)=O)OC (17-[8-chloro-2-(4-isopropylthiazol-2-yl)-7-methoxyquinolin-4-yloxy]-2,14-dioxo-3,15-diazatricyclo[13.3.0.04,6]octadec-7-ene-4-carboxylic acid). Reaction SMILES: [Cl:1][C:2]1[C:3]([O:21][CH3:22])=[CH:4][CH:5]=[C:6]2[C:11]=1[N:10]=[C:9]([C:12]1[S:13][CH:14]=[C:15]([CH:17]([CH3:19])[CH3:18])[N:16]=1)[CH:8]=[C:7]2[OH:20].C(O)(=O)CCCCCC=C.N1CCC[C@H]1C(O)=O.C(C1N=C(C2C=C(O[CH:60]3[CH2:78][CH:77]4[N:62]([C:63](=[O:83])[CH2:64][CH2:65][CH2:66][CH2:67]C[CH2:69][CH:70]=[CH:71][CH:72]5[C:74]([C:80]([OH:82])=[O:81])([NH:75][C:76]4=[O:79])[CH2:73]5)[CH2:61]3)C3C(=CC(OC)=CC=3)N=2)SC=1)(C)C>>[Cl:1][C:2]1[C:3]([O:21][CH3:22])=[CH:4][CH:5]=[C:6]2[C:11]=1[N:10]=[C:9]([C:12]1[S:13][CH:14]=[C:15]([CH:17]([CH3:18])[CH3:19])[N:16]=1)[CH:8]=[C:7]2[O:20][CH:60]1[CH2:78][CH:77]2[N:62]([C:63](=[O:83])[CH2:64][CH2:65][CH2:66][CH2:67][CH2:69][CH:70]=[CH:71][CH:72]3[C:74]([C:80]([OH:82])=[O:81])([NH:75][C:76]2=[O:79])[CH2:73]3)[CH2:61]1. Reported procedure: The title compound was prepared from 8-chloro-4-hydroxy-2-(4-isopropylthiazole-2-yl)-7-methoxyquinoline (46), oct-7-enoic acid and intermediate 5 following the procedure (Step D-H) reported for 18-[2-[4-(isopropyl)thiazol-2-yl]-7-methoxyquinolin-4-yloxy]-2,15-dioxo-3,16-diazatricyclo[14.3.0.04,6]nonadec-7-ene-4-carboxylic acid 10: m/z=653 (M+H)+. Starting materials: COC1=CC=C(C=C1)CC(=O)Cl (2-(4-methoxyphenyl)acetyl chloride), NNC(=S)N (thiosemicarbazide). Conditions: temperature 60 celsius. Product: COC1=CC=C(CC2=NN=C(S2)N)C=C1 (5-(4-methoxybenzyl)-1,3,4-thiadiazol-2-amine). As a reaction SMILES: [CH3:1][O:2][C:3]1[CH:8]=[CH:7][C:6]([CH2:9][C:10](Cl)=O)=[CH:5][CH:4]=1.[NH2:13][NH:14][C:15]([NH2:17])=[S:16]>>[CH3:1][O:2][C:3]1[CH:8]=[CH:7][C:6]([CH2:9][C:10]2[S:16][C:15]([NH2:17])=[N:14][N:13]=2)=[CH:5][CH:4]=1. Procedure details: A mixture of 2-(4-methoxyphenyl)acetyl chloride (88a, 3.05 g, 16.5 mmol), and thiosemicarbazide (1.37 g, 15.0 mmol) were heated to 60° C. for 3.0 hours. The reaction mixture was then cooled to room temperature, quenched with water and extracted with ethyl acetate. The organic layer was washed with brine and 50% NaOH(aq), dried over. MgSO4(s), and concentrated under reduced pressure to give 5-(4-methoxybenzyl)-1,3,4-thiadiazol-2-amine (88b). Reactants: NC1=CC=C(C2=C1CC(O2)C)Cl (4-amino-7-chloro-2,3-dihydro-2-methylbenzofuran), Cl (hydrochloric acid), N(=O)[O-].[Na+] (sodium nitrite), C(#N)CC(=O)NC(=O)OCC (N-cyanoacetylurethane). The solvent is O (water), O (water), O (water), O (water), O (water), N1=CC=CC=C1 (pyridine). Conditions: time 8 hour. Product: ClC1=CC=C(C=2CC(OC21)C)NN=C(C(=O)NC(OCC)=O)C#N (ethyl N-((7-chloro-2,3-dihydro-2-methyl- 4-benzofuranylhydrazono)cyanoacetyl)carbamate). RXN SMILES: [NH2:1][C:2]1[C:7]2[CH2:8][CH:9]([CH3:11])[O:10][C:6]=2[C:5]([Cl:12])=[CH:4][CH:3]=1.Cl.[N:14]([O-])=O.[Na+].[C:18]([CH2:20][C:21]([NH:23][C:24]([O:26][CH2:27][CH3:28])=[O:25])=[O:22])#[N:19]>O.N1C=CC=CC=1>[Cl:12][C:5]1[C:6]2[O:10][CH:9]([CH3:11])[CH2:8][C:7]=2[C:2]([NH:1][N:14]=[C:20]([C:18]#[N:19])[C:21]([NH:23][C:24](=[O:25])[O:26][CH2:27][CH3:28])=[O:22])=[CH:3][CH:4]=1 |f:2.3|. Reported procedure: A mixture of 9.18 g of 32A, 10 mL of 12N hydrochloric acid and 10 mL of water was heated on a steam bath for 1 hour, then 10 mL of water was added and the mixture was stirred at room temperature overnight. Then 30 mL of water was added, the mixture was cooled to 0° C. and stirred while a solution of 3.45 g of sodium nitrite in 10 mL of water was added dropwise over 15 minutes, then was stirred for 1 hour at 0° C. The resulting mixture was added slowly to a stirred mixture of 7.8 g of N-cyanoacet... The reactants are C(C)O (ethanol), COC=1C=C2C(=NC=NC2=CC1OC)OC1=CC=C(N)C=C1 (4-[(6,7-Dimethoxy-4-quinazolinyl)oxy]aniline), CC1=C(C=CC=C1)C(=O)N=C=S (2-methyl-1-benzenecarbonyl isothiocyanate). The solvent is C1(=CC=CC=C1)C (toluene). Reaction conditions: time 2 hour. Yields the product COC=1C=C2C(=NC=NC2=CC1OC)OC1=CC=C(C=C1)NC(=S)NC(C1=C(C=CC=C1)C)=O (N-{4-[(6,7-Dimethoxy-4-quinazolinyl)oxy]phenyl}-N′-(2-methylbenzoyl)thiourea). Yield: 90.0%. RXN SMILES: [CH3:1][O:2][C:3]1[CH:4]=[C:5]2[C:10](=[CH:11][C:12]=1[O:13][CH3:14])[N:9]=[CH:8][N:7]=[C:6]2[O:15][C:16]1[CH:22]=[CH:21][C:19]([NH2:20])=[CH:18][CH:17]=1.C(O)C.[CH3:26][C:27]1[CH:32]=[CH:31][CH:30]=[CH:29][C:28]=1[C:33]([N:35]=[C:36]=[S:37])=[O:34]>C1(C)C=CC=CC=1>[CH3:1][O:2][C:3]1[CH:4]=[C:5]2[C:10](=[CH:11][C:12]=1[O:13][CH3:14])[N:9]=[CH:8][N:7]=[C:6]2[O:15][C:16]1[CH:22]=[CH:21][C:19]([NH:20][C:36]([NH:35][C:33](=[O:34])[C:28]2[CH:29]=[CH:30][CH:31]=[CH:32][C:27]=2[CH3:26])=[S:37])=[CH:18][CH:17]=1. Procedure: 4-[(6,7-Dimethoxy-4-quinazolinyl)oxy]aniline (50 mg) was dissolved in toluene (5 ml) and ethanol (1 ml) to prepare a solution. Commercially available 2-methyl-1-benzenecarbonyl isothiocyanate (50 μl) was then added to the solution, and the mixture was stirred at room temperature for 2 hr. The reaction solution was concentrated, and the residue was purified by chromatography on silica gel using chloroform/acetone for development to give the title compound (72 mg, yield 90%). The reactants are Br, O=C([O-])[O-], COc1ccc(-c2nc(C)c[nH]2)cc1, CC#N, [Na+], [Na+]. Yields the product COc1ccc(-c2nc(C)c(Br)[nH]2)cc1. Reaction SMILES: [BrH:15].[C:16](=[O:17])([O-:18])[O-:19].[CH3:1][O:2][c:3]1[cH:4][cH:5][c:6](-[c:9]2[nH:10][cH:11][c:12]([CH3:14])[n:13]2)[cH:7][cH:8]1.[CH3:22][C:23]#[N:24].[Na+:20].[Na+:21]>>[CH3:1][O:2][c:3]1[cH:4][cH:5][c:6](-[c:9]2[nH:10][c:11]([Br:15])[c:12]([CH3:14])[n:13]2)[cH:7][cH:8]1. Starting materials: BrCCC1OCCO1, CN(C)C=O, [H-], [Na+], O=C1NC(=O)C(Cc2ccc(O)cc2)S1. Product: O=C1NC(=O)C(Cc2ccc(OCCC3OCCO3)cc2)S1. RXN SMILES: [Br:18][CH2:19][CH2:20][CH:21]1[O:22][CH2:23][CH2:24][O:25]1.[CH3:26][N:27]([CH3:28])[CH:29]=[O:30].[H-:16].[Na+:17].[OH:1][c:2]1[cH:3][cH:4][c:5]([CH2:6][CH:7]2[C:8](=[O:13])[NH:9][C:10](=[O:12])[S:11]2)[cH:14][cH:15]1>>[O:1]([c:2]1[cH:3][cH:4][c:5]([CH2:6][CH:7]2[C:8](=[O:13])[NH:9][C:10](=[O:12])[S:11]2)[cH:14][cH:15]1)[CH2:19][CH2:20][CH:21]1[O:22][CH2:23][CH2:24][O:25]1.